Task: describe an organic reaction: reactants, conditions, products, and yield. Dataset: the Open Reaction Database (ORD), a public repository of structured organic reaction records The product is CCCCCc1c(-c2ccc3c(Br)c(OCC(=O)OCC)ccc3c2)oc2ccccc12. Reactants: CCCCCc1c(-c2ccc3c(Br)c(O)ccc3c2)oc2ccccc12, CCOC(=O)CBr, O=C([O-])[O-], CC(C)=O, [Cs+], [Cs+]. As a reaction SMILES: [Br:1][c:2]1[c:3]([OH:26])[cH:4][cH:5][c:6]2[cH:7][c:8](-[c:12]3[o:13][c:14]4[c:15]([c:16]3[CH2:17][CH2:18][CH2:19][CH2:20][CH3:21])[cH:22][cH:23][cH:24][cH:25]4)[cH:9][cH:10][c:11]12.[Br:33][CH2:34][C:35](=[O:36])[O:37][CH2:38][CH3:39].[C:27](=[O:28])([O-:29])[O-:30].[CH3:40][C:41](=[O:42])[CH3:43].[Cs+:31].[Cs+:32]>>[Br:1][c:2]1[c:3]([O:26][CH2:34][C:35](=[O:36])[O:37][CH2:38][CH3:39])[cH:4][cH:5][c:6]2[cH:7][c:8](-[c:12]3[o:13][c:14]4[c:15]([c:16]3[CH2:17][CH2:18][CH2:19][CH2:20][CH3:21])[cH:22][cH:23][cH:24][cH:25]4)[cH:9][cH:10][c:11]12. Reactants: CC=1C=CC2=C(OCCN2)C1 (3,4-Dihydro-7-methyl-2H-benzo[b][1,4]oxazine), N(=O)[O-].[Na+] (Sodium nitrite). Solvent: Cl (HCl), O (water), O (water). Conditions: time 2 hour. The product is CC1=CC2=C(N(CCO2)N=O)C=C1 (7-Methyl-4-nitroso-3,4-dihydro-2H-benzo[1,4]oxazine). Yield: 81.0%. RXN SMILES: [CH3:1][C:2]1[CH:3]=[CH:4][C:5]2[NH:10][CH2:9][CH2:8][O:7][C:6]=2[CH:11]=1.[N:12]([O-])=[O:13].[Na+]>Cl.O>[CH3:1][C:2]1[CH:3]=[CH:4][C:5]2[N:10]([N:12]=[O:13])[CH2:9][CH2:8][O:7][C:6]=2[CH:11]=1 |f:1.2|. Procedure details: 3,4-Dihydro-7-methyl-2H-benzo[b][1,4]oxazine (280 mg, 1.87 mmol) was dissolved in 3N HCl (20 mL). Sodium nitrite (129 mg, 1.87 mmol) in water (1 mL) was added dropwise into the reaction mixture at 0° C. The reaction mixture was stirred for 2 h at RT. The reaction mixture was diluted with water (20 mL) and extracted with EtOAc. The organic layer was dried over sodium sulfate and concentrated under vacuum to obtain 270 mg of 7-Methyl-4-nitroso-3,4-dihydro-2H-benzo[1,4]oxazine (free base). Isolated yield 64.0%. The product is S1C(=CC=C1)COCC(=O)NNC(=O)N1C2=C(OC3=C(C1)C=CC=C3)C=CC(=C2)Cl (8-chlorodibenz[b,f][1,41oxazepine-10(11H)-carboxylic acid, 2-[(2-thienylmethoxy)acetyl]hydrazide), product. The reactants are S1C(=CC=C1)COCC(=O)NN (2-(2-thienylmethoxy)acetic acid, hydrazide), ClC1=CC2=C(OC3=C(CN2C(=O)Cl)C=CC=C3)C=C1 (8-chlorodibenz[b,f][1,4]-oxazepine-10(11H)carbonyl chloride). RXN SMILES: [S:1]1[CH:5]=[CH:4][CH:3]=[C:2]1[CH2:6][O:7][CH2:8][C:9]([NH:11][NH2:12])=[O:10].[Cl:13][C:14]1[CH:31]=[CH:30][C:17]2[O:18][C:19]3[CH:29]=[CH:28][CH:27]=[CH:26][C:20]=3[CH2:21][N:22]([C:23](Cl)=[O:24])[C:16]=2[CH:15]=1>>[S:1]1[CH:5]=[CH:4][CH:3]=[C:2]1[CH2:6][O:7][CH2:8][C:9]([NH:11][NH:12][C:23]([N:22]1[CH2:21][C:20]2[CH:26]=[CH:27][CH:28]=[CH:29][C:19]=2[O:18][C:17]2[CH:30]=[CH:31][C:14]([Cl:13])=[CH:15][C:16]1=2)=[O:24])=[O:10]. Procedure: 8-chlorodibenz[b,f][1,41oxazepine-10(11H)-carboxylic acid, 2-[(2-thienylmethoxy)acetyl]hydrazide (21) was prepared in the manner described in Example 6 from 1 mmol of 2-(2-thienylmethoxy)acetic acid, hydrazide (20), prepared as described above in Example 20, and 1.0 mmol of 8-chlorodibenz[b,f][1,41oxazepine-10(11H)-carbonyl chloride (2), prepared as described above in Example 2, to yield 0.28 g (64%) of product. Analysis calculated for C21H18N3O4SCl (M.W. 443.91): C, 56.82; H, 4.09; N, 9.47. Fou... Reactants: CC(CC)=C(CC)C (3,4-dimethylhex-3-ene), C[SiH](Cl)C (dimethylchlorosilane), [Al+3].[Cl-].[Cl-].[Cl-] (AlCl3). Yields the product C(C)C(C(C)CC)(C)[Si](Cl)(C)C ((1,2-diethyl-1,2-dimethyleth-1-yl)dimethylchlorosilane). As a reaction SMILES: [CH3:1][C:2](=[C:5]([CH3:8])[CH2:6][CH3:7])[CH2:3][CH3:4].[CH3:9][SiH:10]([CH3:12])[Cl:11].[Al+3].[Cl-].[Cl-].[Cl-]>>[CH2:3]([C:2]([Si:10]([CH3:12])([CH3:9])[Cl:11])([CH3:1])[CH:5]([CH2:6][CH3:7])[CH3:8])[CH3:4] |f:2.3.4.5|. Procedure details: According to Example 2, 200 mg of 3,4-dimethylhex-3-ene, 0.2 ml (1.8 mmol) of dimethylchlorosilane and 50 mg (0.37 mmol) of AlCl3 are reacted and the product is worked up. This gives 180 mg (50% of theory) of colourless liquid of boiling point=95°-97° C./0.26 mbar. The reactants are [Br-], CC#N, [Na+], [Na+], O=C([O-])[O-], OC1CCOC1, C[n+]1ccc2cc(O)ccc2c1, Cc1ccc(S(=O)(=O)[O-])cc1. Yields the product C[n+]1ccc2cc(OC3CCOC3)ccc2c1, Cc1ccc(S(=O)(=O)[O-])cc1. Reaction SMILES: [Br-:1].[CH3:37][C:38]#[N:39].[Na+:14].[Na+:15].[O-:16][C:17](=[O:18])[O-:19].[OH:20][CH:21]1[CH2:22][O:23][CH2:24][CH2:25]1.[OH:2][c:3]1[cH:4][c:5]2[cH:6][cH:7][n+:8]([CH3:13])[cH:9][c:10]2[cH:11][cH:12]1.[c:26]1([CH3:36])[cH:27][cH:28][c:29]([S:32](=[O:33])(=[O:34])[O-:35])[cH:30][cH:31]1>>[O:2]([c:3]1[cH:4][c:5]2[cH:6][cH:7][n+:8]([CH3:13])[cH:9][c:10]2[cH:11][cH:12]1)[CH:21]1[CH2:22][O:23][CH2:24][CH2:25]1.[c:26]1([CH3:36])[cH:27][cH:28][c:29]([S:32](=[O:33])(=[O:34])[O-:35])[cH:30][cH:31]1. Starting materials: CCO, CCOC(=O)c1cc(F)cc(C(C2CN(C(c3ccc(Cl)cc3)c3cccc(C#N)c3)C2)C(C)(C)F)c1, Cl, [Li+], [OH-]. Yields the product CC(C)(F)C(c1cc(F)cc(C(=O)O)c1)C1CN(C(c2ccc(Cl)cc2)c2cccc(C#N)c2)C1. RXN SMILES: [CH3:41][CH2:42][OH:43].[Cl:1][c:2]1[cH:3][cH:4][c:5]([CH:8]([N:9]2[CH2:10][CH:11]([CH:13]([C:14]([CH3:15])([CH3:16])[F:17])[c:18]3[cH:19][c:20]([C:21](=[O:22])[O:23][CH2:24][CH3:25])[cH:26][c:27]([F:29])[cH:28]3)[CH2:12]2)[c:30]2[cH:31][c:32]([C:36]#[N:37])[cH:33][cH:34][cH:35]2)[cH:6][cH:7]1.[ClH:40].[Li+:39].[OH-:38]>>[Cl:1][c:2]1[cH:3][cH:4][c:5]([CH:8]([N:9]2[CH2:10][CH:11]([CH:13]([C:14]([CH3:15])([CH3:16])[F:17])[c:18]3[cH:19][c:20]([C:21](=[O:22])[OH:23])[cH:26][c:27]([F:29])[cH:28]3)[CH2:12]2)[c:30]2[cH:31][c:32]([C:36]#[N:37])[cH:33][cH:34][cH:35]2)[cH:6][cH:7]1.